Dataset: the Open Reaction Database (ORD), a public repository of structured organic reaction records. Task: describe an organic reaction: reactants, conditions, products, and yield Starting materials: IC=1C=NC=NC1 (5-iodopyrimidine), OC1=CC=C(C=C1)C#CC1=CC=C(C=C1)CC(C)NC(C)=O (N-(1-(4-((4-hydroxy-phenyl)ethynyl)phenyl)propan-2-yl)acetamide), Cl.CN(CC(=O)O)C (N,N-dimethylglycine hydrochloride), C(=O)([O-])[O-].[Cs+].[Cs+] (Cs2CO3). The reagents and catalysts are [Cu]I (CuI). Solvent: O1CCOCC1 (dioxane). Run at temperature 90 celsius, time 2 hour. Product: N1=CN=CC(=C1)OC1=CC=C(C=C1)C#CC1=CC=C(C=C1)CC(C)NC(C)=O (N-(1-(4-((4-(Pyrimidin-5-yloxy)phenyl)ethynyl)phenyl)propan-2-yl)acetamide). RXN SMILES: I[C:2]1[CH:3]=[N:4][CH:5]=[N:6][CH:7]=1.[OH:8][C:9]1[CH:14]=[CH:13][C:12]([C:15]#[C:16][C:17]2[CH:22]=[CH:21][C:20]([CH2:23][CH:24]([NH:26][C:27](=[O:29])[CH3:28])[CH3:25])=[CH:19][CH:18]=2)=[CH:11][CH:10]=1.Cl.CN(C)CC(O)=O.C([O-])([O-])=O.[Cs+].[Cs+]>[Cu]I.O1CCOCC1>[N:4]1[CH:3]=[C:2]([O:8][C:9]2[CH:14]=[CH:13][C:12]([C:15]#[C:16][C:17]3[CH:22]=[CH:21][C:20]([CH2:23][CH:24]([NH:26][C:27](=[O:29])[CH3:28])[CH3:25])=[CH:19][CH:18]=3)=[CH:11][CH:10]=2)[CH:7]=[N:6][CH:5]=1 |f:2.3,4.5.6|. Procedure: 28.1 mg (0.14 mmol) 5-iodopyrimidine, 40.0 mg (0.14 mmol) N-(1-(4-((4-hydroxy-phenyl)ethynyl)phenyl)propan-2-yl)acetamide (I76.1), 1.30 mg (0.07 mmol) CuI, 1.9 mg (0.14 mmol) N,N-dimethylglycine hydrochloride and 58.7 mg (0.18 mmol) Cs2CO3 are added to 1 mL dioxane. The reaction mixture is stirred at 90° C. for 2 h then filtered through a plug of silica gel and washed with DMF. The filtrate is purified by HPLC (MeOH/H2O/TFA). The reactants are C(C)OP(OCC)(=O)COC1=CC(=C(C(=C1)Cl)C1=NC2=C(N1)C=C(C=C2)C(NC2=NC1=CC=CC=C1C=C2)=O)Cl ({3,5-dichloro-4-[6-(quinolin-2-ylcarbamoyl)-1H-benzoimidazol-2-yl]-phenoxymethyl}-phosphonic acid diethylester), C[Si](C)(C)Br (TMSBr). Run in C(Cl)Cl (CH2Cl2). Reaction conditions: time 8 hour. Product: ClC=1C=C(OCP(O)(O)=O)C=C(C1C1=NC2=C(N1)C=C(C=C2)C(NC2=NC1=CC=CC=C1C=C2)=O)Cl ({3,5-Dichloro-4-[6-(quinolin-2-ylcarbamoyl)-1H-benzoimidazol-2-yl]-phenoxymethyl}-phosphonic acid). RXN SMILES: C([O:3][P:4]([CH2:9][O:10][C:11]1[CH:16]=[C:15]([Cl:17])[C:14]([C:18]2[NH:22][C:21]3[CH:23]=[C:24]([C:27](=[O:39])[NH:28][C:29]4[CH:38]=[CH:37][C:36]5[C:31](=[CH:32][CH:33]=[CH:34][CH:35]=5)[N:30]=4)[CH:25]=[CH:26][C:20]=3[N:19]=2)=[C:13]([Cl:40])[CH:12]=1)(=[O:8])[O:5]CC)C.C[Si](Br)(C)C>C(Cl)Cl>[Cl:17][C:15]1[CH:16]=[C:11]([CH:12]=[C:13]([Cl:40])[C:14]=1[C:18]1[NH:22][C:21]2[CH:23]=[C:24]([C:27](=[O:39])[NH:28][C:29]3[CH:38]=[CH:37][C:36]4[C:31](=[CH:32][CH:33]=[CH:34][CH:35]=4)[N:30]=3)[CH:25]=[CH:26][C:20]=2[N:19]=1)[O:10][CH2:9][P:4](=[O:3])([OH:8])[OH:5]. Reported procedure: To a solution of {3,5-dichloro-4-[6-(quinolin-2-ylcarbamoyl)-1H-benzoimidazol-2-yl]-phenoxymethyl}-phosphonic acid diethylester (50 mg, 0.083 mmol) in CH2Cl2 (5 mL) was added TMSBr (0.11 ml, 0.83 mmol) and the solution was stirred at ambient temperature overnight. The solvent was removed under reduced pressure and the residue was purified by HPLC to give the title compound as a white solid. 1H NMR (Methanol-d4, 400 MHz): δ 8.84 (d, 1H), 8.56 (d, 1H), 8.21 (d, 2H), 8.15 (d, 1H), 8.03 (m, 2H), 7.9...